This data is from the Open Reaction Database (ORD), a public repository of structured organic reaction records. The task is: describe an organic reaction: reactants, conditions, products, and yield Starting materials: CC(=O)OC(C)C(=O)Cl, Nc1c(C(=O)c2cc(Cl)ccn2)[nH]c2cc(Cl)ccc12. The product is CC(=O)OC(C)C(=O)Nc1c(C(=O)c2cc(Cl)ccn2)[nH]c2cc(Cl)ccc12. RXN SMILES: [C:21]([CH3:22])(=[O:23])[O:24][CH:25]([C:26](=[O:27])[Cl:28])[CH3:29].[NH2:1][c:2]1[c:3]([C:12](=[O:13])[c:14]2[n:15][cH:16][cH:17][c:18]([Cl:20])[cH:19]2)[nH:4][c:5]2[cH:6][c:7]([Cl:11])[cH:8][cH:9][c:10]12>>[NH:1]([c:2]1[c:3]([C:12](=[O:13])[c:14]2[n:15][cH:16][cH:17][c:18]([Cl:20])[cH:19]2)[nH:4][c:5]2[cH:6][c:7]([Cl:11])[cH:8][cH:9][c:10]12)[C:26]([CH:25]([O:24][C:21]([CH3:22])=[O:23])[CH3:29])=[O:27]. The reactants are CC(C)Br, O=C([O-])[O-], COC(=O)c1c(C)[nH]c2cc(Cl)ccc12, [K+], [K+], CN(C)C=O, O. The product is COC(=O)c1c(C)n(C(C)C)c2cc(Cl)ccc12. RXN SMILES: [Br:16][CH:17]([CH3:18])[CH3:19].[C:20](=[O:21])([O-:22])[O-:23].[CH3:1][O:2][C:3](=[O:4])[c:5]1[c:6]([CH3:15])[nH:7][c:8]2[cH:9][c:10]([Cl:14])[cH:11][cH:12][c:13]12.[K+:24].[K+:25].[O:26]=[CH:27][N:28]([CH3:29])[CH3:30].[OH2:31]>>[CH3:1][O:2][C:3](=[O:4])[c:5]1[c:6]([CH3:15])[n:7]([CH:17]([CH3:18])[CH3:19])[c:8]2[cH:9][c:10]([Cl:14])[cH:11][cH:12][c:13]12. Starting materials: C(O)([O-])=O.[K+] (potassium hydrogencarbonate), ClN1C(CCC1=O)=O (N-chlorosuccinimide), ON=CC=1N=C(SC1)C1CCN(CC1)C(=O)OC(C)(C)C (tert-butyl 4-{4-[(hydroxyimino)methyl]-1,3-thiazol-2-yl}piperidine-1-carboxylate), C(=C)C1=C(C=CC=C1)O (2-vinylphenol). Reagents/catalysts: O (water). The solvent is O (water), C(C)(=O)OCC (ethyl acetate), C(C)(=O)OCC (ethyl acetate). Run at temperature 60 celsius, time 8 hour. Product: OC1=C(C=CC=C1)C1CC(=NO1)C=1N=C(SC1)C1CCN(CC1)C(=O)OC(C)(C)C (tert-Butyl 4-{4-[5-(2-hydroxyphenyl)-4,5-dihydro-1,2-oxazol-3-yl]-1,3-thiazol-2-yl}piperidine-1-carboxylate). RXN SMILES: [OH:1][N:2]=[CH:3][C:4]1[N:5]=[C:6]([CH:9]2[CH2:14][CH2:13][N:12]([C:15]([O:17][C:18]([CH3:21])([CH3:20])[CH3:19])=[O:16])[CH2:11][CH2:10]2)[S:7][CH:8]=1.[CH:22]([C:24]1[CH:29]=[CH:28][CH:27]=[CH:26][C:25]=1[OH:30])=[CH2:23].C(=O)([O-])O.[K+].ClN1C(=O)CCC1=O>C(OCC)(=O)C.O>[OH:30][C:25]1[CH:26]=[CH:27][CH:28]=[CH:29][C:24]=1[CH:22]1[O:1][N:2]=[C:3]([C:4]2[N:5]=[C:6]([CH:9]3[CH2:10][CH2:11][N:12]([C:15]([O:17][C:18]([CH3:21])([CH3:20])[CH3:19])=[O:16])[CH2:13][CH2:14]3)[S:7][CH:8]=2)[CH2:23]1 |f:2.3|. Procedure: To a solution of tert-butyl 4-{4-[(hydroxyimino)methyl]-1,3-thiazol-2-yl}piperidine-1-carboxylate (3.46 g) and 2-vinylphenol (1.60 g) in ethyl acetate (50 ml) were added, at room temperature, potassium hydrogencarbonate (5.55 g) and N-chlorosuccinimide (1.78 g), and then one drop of water. After stirring at 60° C. overnight, the reaction mixture was admixed with ethyl acetate and water and extracted with ethyl acetate. The organic extracts were dried over sodium sulphate and concentrated under r... Reactants: [BH4-].[Na+] (Sodium borohydride), COC(CCCCCCN1C(CCCC1CCC(CCCCC)=O)=O)=O (7-[2-oxo-6-(3-oxooctyl)-piperidin-1-yl]-heptanoic acid methyl ester). The reagents and catalysts are CO (MeOH). Run in C(Cl)Cl (CH2Cl2). Reaction conditions: time 4 hour. Product: COC(CCCCCCN1C(CCCC1=O)CCC(CCCCC)O)=O (7-[2-(3-hydroxy-octyl)-6-oxo-piperidin-1-yl]-heptanoic acid methyl ester). Isolated yield 60.1%. As a reaction SMILES: [BH4-].[Na+].[CH3:3][O:4][C:5](=[O:28])[CH2:6][CH2:7][CH2:8][CH2:9][CH2:10][CH2:11][N:12]1[CH:17]([CH2:18][CH2:19][C:20](=[O:26])[CH2:21][CH2:22][CH2:23][CH2:24][CH3:25])[CH2:16][CH2:15][CH2:14][C:13]1=[O:27]>CO.C(Cl)Cl>[CH3:3][O:4][C:5](=[O:28])[CH2:6][CH2:7][CH2:8][CH2:9][CH2:10][CH2:11][N:12]1[C:13](=[O:27])[CH2:14][CH2:15][CH2:16][CH:17]1[CH2:18][CH2:19][CH:20]([OH:26])[CH2:21][CH2:22][CH2:23][CH2:24][CH3:25] |f:0.1|. Reported procedure: Sodium borohydride (24 mg, 0.63 mmol), followed by MeOH (2 drops), was added to a solution of 7-[2-oxo-6-(3-oxooctyl)-piperidin-1-yl]-heptanoic acid methyl ester (23 mg, 0.063 mmol) in CH2Cl2 (1.0 ML) at 0° C. The mixture was allowed to warm to rt. After 4 h at rt, the reaction was quenched with aqueous HCl (1.0 M) and extracted with EtOAc (3×10 mL). The combined organic phase was washed with saturated aqueous NaHCO3 (15 mL) and brine (15 mL) then dried (Na2SO4), filtered and concentrated in vac... Run in C(C)O (ethanol). Run at time 4 hour. Reagents/catalysts: [C].[Pd] (palladium-carbon). RXN SMILES: [CH3:1][O:2][C:3](=[O:40])[C@@H:4]([NH:29]C(OCC1C=CC=CC=1)=O)[CH2:5][NH:6][C:7](=[O:28])[CH2:8][CH2:9][NH:10][C:11](=[O:27])[CH2:12][CH2:13][CH:14]1[CH2:19][CH2:18][N:17]([C:20]([O:22][C:23]([CH3:26])([CH3:25])[CH3:24])=[O:21])[CH2:16][CH2:15]1>C(O)C.[C].[Pd]>[CH3:1][O:2][C:3](=[O:40])[C@@H:4]([NH2:29])[CH2:5][NH:6][C:7](=[O:28])[CH2:8][CH2:9][NH:10][C:11](=[O:27])[CH2:12][CH2:13][CH:14]1[CH2:15][CH2:16][N:17]([C:20]([O:22][C:23]([CH3:24])([CH3:25])[CH3:26])=[O:21])[CH2:18][CH2:19]1 |f:2.3|. Starting materials: compound, COC([C@H](CNC(CCNC(CCC1CCN(CC1)C(=O)OC(C)(C)C)=O)=O)NC(=O)OCC1=CC=CC=C1)=O ((2S)-2-Benzyloxycarbonylamino-3-(3-(3-(1-t-butoxycarbonyl-4-piperidyl)propanoylamino)propanoylamino)propanoic acid methyl ester). The product is COC([C@H](CNC(CCNC(CCC1CCN(CC1)C(=O)OC(C)(C)C)=O)=O)N)=O ((2S)-2-Amino-3-(3-(3-(1-t-butoxycarbonyl-4-piperidyl)propanoylamino)propanoylamino)propanoic acid methyl ester). Procedure details: The compound (0.578 g) obtained in the above (4) is dissolved in ethanol (15 ml), and thereto is added 10% palladium-carbon (50% wet, 0.4 g), and the mixture is stirred at room temperature for four hours under hydrogen atmosphere. The insoluble materials are removed by filtration, and the filtrate is concentrated under reduced pressure to give the title compound (398 mg). Starting materials: CSC1=NN=C(S1)C=1C=C2C(=CN(C2=CC1)C(=O)OC(C)(C)C)C=1C=NC2=CC=CC=C2C1 (tert-butyl 5-(5-(methylthio)-1,3,4-thiadiazol-2-yl)-3-(quinolin-3-yl)-1H-indole-1-carboxylate), CC(=O)O (HOAc), NaWO4, OO (H2O2), O (H2O), O (H2O). Run at time 1.5 hour. The product is CS(=O)(=O)C1=NN=C(S1)C=1C=C2C(=CN(C2=CC1)C(=O)OC(C)(C)C)C=1C=NC2=CC=CC=C2C1 (tert-butyl 5-(5-(methylsulfonyl)-1,3,4-thiadiazol-2-yl)-3-(quinolin-3-yl)-1H-indole-1-carboxylate). Yield: 94.0%. Reaction SMILES: [CH3:1][S:2][C:3]1[S:7][C:6]([C:8]2[CH:9]=[C:10]3[C:14](=[CH:15][CH:16]=2)[N:13]([C:17]([O:19][C:20]([CH3:23])([CH3:22])[CH3:21])=[O:18])[CH:12]=[C:11]3[C:24]2[CH:25]=[N:26][C:27]3[C:32]([CH:33]=2)=[CH:31][CH:30]=[CH:29][CH:28]=3)=[N:5][N:4]=1.CC(O)=[O:36].OO.[OH2:40]>>[CH3:1][S:2]([C:3]1[S:7][C:6]([C:8]2[CH:9]=[C:10]3[C:14](=[CH:15][CH:16]=2)[N:13]([C:17]([O:19][C:20]([CH3:23])([CH3:21])[CH3:22])=[O:18])[CH:12]=[C:11]3[C:24]2[CH:25]=[N:26][C:27]3[C:32]([CH:33]=2)=[CH:31][CH:30]=[CH:29][CH:28]=3)=[N:5][N:4]=1)(=[O:36])=[O:40]. Procedure details: To a stirred solution of tert-butyl 5-(5-(methylthio)-1,3,4-thiadiazol-2-yl)-3-(quinolin-3-yl)-1H-indole-1-carboxylate (38 mg, 80 μmol) in glacial HOAc (0.5 mL, 8659 μmol) with catalytic amount of NaWO4 (0.0003 mL, 4 μmol) was added dropwise H2O2, 35 wt. % solution in H2O (0.01 mL, 323 μmol) and the overall yellow mixture was stirred at RT for 1.5 h. The cloudy mixture was diluted with H2O and the resulting precipitate was filtered, washed with H2O and dried in vacuo to give tert-butyl 5-(5-(met... Starting materials: resultant mixture, ice water, FC=1C=CC2=C(SC=C2NC2=CC=NC=C2)C1 (6-Fluoro-3-(4-pyridinylamino)benzo[b]thiophene), [H-].[Na+] (sodium hydride), Cl.CN(CCCCl)C (3-dimethylaminopropyl chloride hydrochloride). The solvent is CN(C=O)C (dimethylformamide). Yields the product CN(CCCN(C=1C2=C(SC1)C=C(C=C2)F)C2=CC=NC=C2)C (3-[(3-Dimethylaminopropyl)-4-pyridinylamino]-6-fluorobenzo[b]thiophene). Yield: 74.2%. Reaction SMILES: [F:1][C:2]1[CH:3]=[CH:4][C:5]2[C:9]([NH:10][C:11]3[CH:16]=[CH:15][N:14]=[CH:13][CH:12]=3)=[CH:8][S:7][C:6]=2[CH:17]=1.[H-].[Na+].Cl.[CH3:21][N:22]([CH3:27])[CH2:23][CH2:24][CH2:25]Cl>CN(C)C=O>[CH3:21][N:22]([CH3:27])[CH2:23][CH2:24][CH2:25][N:10]([C:11]1[CH:16]=[CH:15][N:14]=[CH:13][CH:12]=1)[C:9]1[C:5]2[CH:4]=[CH:3][C:2]([F:1])=[CH:17][C:6]=2[S:7][CH:8]=1 |f:1.2,3.4|. Reported procedure: 6-Fluoro-3-(4-pyridinylamino)benzo[b]thiophene (3.30 g, 13.5 mmol) was added portionwise as a powder to a suspension of sodium hydride (60% oil dispersion, 1.35 g, 33.8 mmol, washed with hexanes) in 50 mL dimethylformamide. After the anion formation was completed, 3-dimethylaminopropyl chloride hydrochloride (2.56 g, 16.2 mmol) was added as a powder and the resultant mixture was stirred at 70-75° C. for two hours. After cooling, the reaction mixture was poured into ice-water and extracted with e... The reactants are O (water), BrCC=1SC(=CN1)C(=O)OCC (ethyl 2-(bromomethyl)-1,3-thiazole-5-carboxylate), C([O-])([O-])=O.[K+].[K+] (potassium carbonate), F[C@H](CN(S(=O)(=O)C=1SC=C(N1)C)C=1C=C2CCCC2=CC1O)C (N-[(2S)-2-fluoropropyl]-N-(6-hydroxy-2,3-dihydro-1H-inden-5-yl)-4-methyl-1,3-thiazole-2-sulfonamide). The solvent is CN(C)C=O (DMF). Run at time 2 hour. The product is F[C@H](CN(C1=C(C=C2CCCC2=C1)OCC=1SC(=CN1)C(=O)OCC)S(=O)(=O)C=1SC=C(N1)C)C (ethyl 2-{[(6-{[(2S)-2-fluoropropyl][(4-methyl-1,3-thiazol-2-yl)sulfonyl]amino}-2,3-dihydro-1H-inden-5-yl)oxy]methyl}-1,3-thiazole-5-carboxylate). The yield is 77.2%. As a reaction SMILES: [F:1][C@@H:2]([CH3:24])[CH2:3][N:4]([C:14]1[CH:15]=[C:16]2[C:20](=[CH:21][C:22]=1[OH:23])[CH2:19][CH2:18][CH2:17]2)[S:5]([C:8]1[S:9][CH:10]=[C:11]([CH3:13])[N:12]=1)(=[O:7])=[O:6].Br[CH2:26][C:27]1[S:28][C:29]([C:32]([O:34][CH2:35][CH3:36])=[O:33])=[CH:30][N:31]=1.C(=O)([O-])[O-].[K+].[K+].O>CN(C=O)C>[F:1][C@@H:2]([CH3:24])[CH2:3][N:4]([S:5]([C:8]1[S:9][CH:10]=[C:11]([CH3:13])[N:12]=1)(=[O:7])=[O:6])[C:14]1[CH:15]=[C:16]2[C:20]([CH2:19][CH2:18][CH2:17]2)=[CH:21][C:22]=1[O:23][CH2:26][C:27]1[S:28][C:29]([C:32]([O:34][CH2:35][CH3:36])=[O:33])=[CH:30][N:31]=1 |f:2.3.4|. Procedure: 137 mg of N-[(2S)-2-fluoropropyl]-N-(6-hydroxy-2,3-dihydro-1H-inden-5-yl)-4-methyl-1,3-thiazole-2-sulfonamide was dissolved in 1.05 mL of DMF, and 139 mg of ethyl 2-(bromomethyl)-1,3-thiazole-5-carboxylate and 102 mg of potassium carbonate were added thereto, followed by stirring at room temperature for 2 hours. To the reaction liquid was added water, followed by extraction with ethyl acetate. The organic layer was washed with water and saturated brine, and then dried over anhydrous sodium sulfa... The reactants are FC1=CC=CC=2N1C=CN2 (5-fluoroimidazo[1,2-a]pyridine), Cl (hydrochloric acid). Yields the product Cl.FC1=CC=CC=2N1C=CN2 (5-fluoroimidazo[1,2-a]pyridine monohydrochloride), product. The yield is 83.0%. As a reaction SMILES: [F:1][C:2]1[N:7]2[CH:8]=[CH:9][N:10]=[C:6]2[CH:5]=[CH:4][CH:3]=1.[ClH:11]>>[ClH:11].[F:1][C:2]1[N:7]2[CH:8]=[CH:9][N:10]=[C:6]2[CH:5]=[CH:4][CH:3]=1 |f:2.3|. Procedure details: To the black liquid 5-fluoroimidazo[1,2-a]pyridine (650 mg) was added conc. hydrochloric acid (5 mL). The mixture was concentrated, which was crystallized from a mixture of ethanol, THF and ethyl acetate (10 mL:50 mL:200 mL) to afford 5-fluoroimidazo[1,2-a]pyridine monohydrochloride as a powdery product (690 mg, yield 83%). Starting materials: N#Cc1ccc2[nH]ccc2c1, O=C1CCN(Cc2ccccc2)CC1, CO, [K+], [OH-]. Product: N#Cc1ccc2[nH]cc(C3=CCN(Cc4ccccc4)CC3)c2c1. Reaction SMILES: [C:3](#[N:4])[c:5]1[cH:6][c:7]2[cH:8][cH:9][nH:10][c:11]2[cH:12][cH:13]1.[CH2:14]([c:15]1[cH:16][cH:17][cH:18][cH:19][cH:20]1)[N:21]1[CH2:22][CH2:23][C:24](=[O:27])[CH2:25][CH2:26]1.[CH3:28][OH:29].[K+:2].[OH-:1]>>[C:3](#[N:4])[c:5]1[cH:6][c:7]2[c:8]([C:24]3=[CH:23][CH2:22][N:21]([CH2:14][c:15]4[cH:16][cH:17][cH:18][cH:19][cH:20]4)[CH2:26][CH2:25]3)[cH:9][nH:10][c:11]2[cH:12][cH:13]1.